Dataset: the Open Reaction Database (ORD), a public repository of structured organic reaction records. Task: describe an organic reaction: reactants, conditions, products, and yield The reactants are C[Mg]Br (methylmagnesium bromide), CC1C(CCC(=C1)C)(C=O)C=C (2,4-dimethyl-1-vinylcyclohex-3-enecarbaldehyde), [NH4+].[Cl-] (NH4Cl). Reaction conditions: time 1 hour. The product is CC1C(CCC(=C1)C)(C=C)C(C)O ((2,4-dimethyl-1-vinylcyclohex-3-enyl)ethanol). Isolated yield 53.0%. RXN SMILES: [CH3:1][Mg]Br.[CH3:4][CH:5]1[CH:10]=[C:9]([CH3:11])[CH2:8][CH2:7][C:6]1([CH:14]=[CH2:15])[CH:12]=[O:13].[NH4+].[Cl-]>>[CH3:4][CH:5]1[CH:10]=[C:9]([CH3:11])[CH2:8][CH2:7][C:6]1([CH:12]([OH:13])[CH3:1])[CH:14]=[CH2:15] |f:2.3|. Reported procedure: To a solution of methylmagnesium bromide (40 mmol, 1 M in THF) was added a solution of 2,4-dimethyl-1-vinylcyclohex-3-enecarbaldehyde (34 mmol) dropwise at 10° C. The mixture was stirred at room temperature for 1 h and was then cooled to 5° C. A sat. solution of NH4Cl was added dropwise and the mixture was extracted with MTBE (3×50 ml). The combined org. phases were washed with water and brine, dried (MgSO4) and concentrated in vacuo. The residue was purified by chromatography to give (2,4-dimet... The reactants are I(=O)(=O)(=O)[O-].[Na+] (Sodium periodate), C(C1=CC=CC=C1)OC(=O)N[C@H]1C(N([C@@H]1CC=C)C(C(=O)OC)=C(C)C)=O (methyl 2-[(3R,4R)-3-benzyloxycarbonylamino-2-oxo-4-(prop-2-enyl)azetidin-1-yl]-3-methylbut-2-enoate), Cl(=O)(=O)[O-].[Na+] (sodium chlorate). The reagents and catalysts are [Os](=O)(=O)(=O)=O (osmium tetroxide). Solvent: [Cl-].[Na+].O (brine), O (water), O1CCCC1 (tetrahydrofuran), O (water). Reaction conditions: time 17 hour. Yields the product C(C1=CC=CC=C1)OC(=O)N[C@H]1C(N([C@@H]1CC=O)C(C(=O)OC)=C(C)C)=O (methyl 2-[(3R,4R)-3-benzyloxycarbonylamino-2-oxo-4-(2-oxoethyl)azetidin-1-yl]-3-methylbut-2-enoate). Isolated yield 84.0%. As a reaction SMILES: [CH2:1]([O:8][C:9]([NH:11][C@@H:12]1[C@@H:15]([CH2:16][CH:17]=C)[N:14]([C:19](=[C:24]([CH3:26])[CH3:25])[C:20]([O:22][CH3:23])=[O:21])[C:13]1=[O:27])=[O:10])[C:2]1[CH:7]=[CH:6][CH:5]=[CH:4][CH:3]=1.Cl([O-])(=O)=[O:29].[Na+].I([O-])(=O)(=O)=O.[Na+]>O.O1CCCC1.[Cl-].[Na+].O.[Os](=O)(=O)(=O)=O>[CH2:1]([O:8][C:9]([NH:11][C@@H:12]1[C@@H:15]([CH2:16][CH:17]=[O:29])[N:14]([C:19](=[C:24]([CH3:26])[CH3:25])[C:20]([O:22][CH3:23])=[O:21])[C:13]1=[O:27])=[O:10])[C:2]1[CH:3]=[CH:4][CH:5]=[CH:6][CH:7]=1 |f:1.2,3.4,7.8.9|. Procedure: A solution of osmium tetroxide (0.61 mg) in water (0.05 ml) was added to a solution of methyl 2-[(3R,4R)-3-benzyloxycarbonylamino-2-oxo-4-(prop-2-enyl)azetidin-1-yl]-3-methylbut-2-enoate (58 mg) and sodium chlorate (50 mg) in a mixture of tetrahydrofuran (1 ml) and water (1 ml) and the mixture was stirred for 17 hours at ambient temperature. Sodium periodate (60 mg) was then added and stirring was continued for 30 minutes. The resulting mixture was diluted with brine and extracted with ethyl ace... Reactants: N1CCC(CC1)CCC(=O)O (4-piperidinepropionic acid), S(=O)(=O)(O)O.CSC(N)=N (S-methyl-isothiourea sulphate). Solvent: [OH-].[Na+] (sodium hydroxide). Reaction conditions: time 8 hour. Yields the product C(N)(=N)N1CCC(CC1)CCC(=O)O (1-amidino-4-piperidinepropionic acid). Yield: 102.5%. Reaction SMILES: [NH:1]1[CH2:6][CH2:5][CH:4]([CH2:7][CH2:8][C:9]([OH:11])=[O:10])[CH2:3][CH2:2]1.S(O)(O)(=O)=O.CS[C:19](=[NH:21])[NH2:20]>[OH-].[Na+]>[C:19]([N:1]1[CH2:6][CH2:5][CH:4]([CH2:7][CH2:8][C:9]([OH:11])=[O:10])[CH2:3][CH2:2]1)(=[NH:20])[NH2:21] |f:1.2,3.4|. Procedure details: 500 mg of 4-piperidinepropionic acid are added at 2° C. to a solution of 553 mg of S-methyl-isothiourea sulphate in 3.2 ml of 2N sodium hydroxide solution. After leaving to stand at room temperature overnight the separated crystals are filtered off, washed with water, acetone and ether and dried. There are obtained 600 mg of 1-amidino-4-piperidinepropionic acid, m.p. above 275° C. Reactants: O=C1NC(=O)c2ccccc21, CCCC(Br)C(=O)OCC, CN(C)C=O, ClC(Cl)Cl, [K], O. Yields the product CCCC(C(=O)OCC)N1C(=O)c2ccccc2C1=O. Reaction SMILES: [C:1]1(=[O:11])[c:2]2[c:3]([cH:7][cH:8][cH:9][cH:10]2)[C:4](=[O:6])[NH:5]1.[CH2:18]([CH3:19])[O:20][C:21]([CH:22]([CH2:23][CH2:24][CH3:25])[Br:26])=[O:27].[CH3:13][N:14]([CH3:15])[CH:16]=[O:17].[CH:28]([Cl:29])([Cl:30])[Cl:31].[K:12].[OH2:32]>>[C:1]1(=[O:11])[c:2]2[c:3]([cH:7][cH:8][cH:9][cH:10]2)[C:4](=[O:6])[N:5]1[CH:22]([C:21]([O:20][CH2:18][CH3:19])=[O:27])[CH2:23][CH2:24][CH3:25]. Procedure: A solution of 1-diazo-2-phenyl-2-propene (prepared from 0.3 mole of N-nitrosourethane precursor) in methanolether at 0° is treated with 11β,16α,17,21-tetrahydroxypregna-1,4-diene-3,20-dione, 16,17-cycloborate (84 mmoles) until nitrogen evolution ceases. Solvent removal gives the title compound. The product is O[C@@H]1[C@@H]2[C@]3(C=CC(C=C3CC[C@H]2[C@@H]2C[C@H]([C@](C(CO)=O)([C@]2(C1)C)O)OCC(=C)C1=CC=CC=C1)=O)C (11β,17,21-Trihydroxy-16α-(2-phenyl-2-propenyloxy)-pregna-1,4-diene-3,20-dione). RXN SMILES: [N+](=[CH:3][C:4]([C:6]1[CH:11]=[CH:10][CH:9]=[CH:8][CH:7]=1)=[CH2:5])=[N-].[OH:12][C@H:13]1[CH2:33][C@@:32]2([CH3:34])[C@@H:24]([CH2:25][C@@H:26]([OH:36])[C@:27]2([OH:35])[C:28](=[O:31])[CH2:29][OH:30])[C@H:23]2[C@H:14]1[C@:15]1([CH3:38])[C:20]([CH2:21][CH2:22]2)=[CH:19][C:18](=[O:37])[CH:17]=[CH:16]1>>[OH:12][C@H:13]1[CH2:33][C@@:32]2([CH3:34])[C@@H:24]([CH2:25][C@@H:26]([O:36][CH2:5][C:4]([C:6]3[CH:11]=[CH:10][CH:9]=[CH:8][CH:7]=3)=[CH2:3])[C@:27]2([OH:35])[C:28](=[O:31])[CH2:29][OH:30])[C@H:23]2[C@H:14]1[C@:15]1([CH3:38])[C:20]([CH2:21][CH2:22]2)=[CH:19][C:18](=[O:37])[CH:17]=[CH:16]1. Starting materials: [N+](=[N-])=CC(=C)C1=CC=CC=C1 (1-diazo-2-phenyl-2-propene), O[C@@H]1[C@@H]2[C@]3(C=CC(C=C3CC[C@H]2[C@@H]2C[C@H]([C@](C(CO)=O)([C@]2(C1)C)O)O)=O)C (11β,16α,17,21-tetrahydroxypregna-1,4-diene-3,20-dione). Reactants: C(CC(=O)OCC)(=O)OCC (diethyl malonate), [O-]CC.[Na+] (sodium ethoxide), BrCCO[Si](C)(C)C(C)(C)C ((2-bromoethoxy)-tert-butyldimethylsilane). Run in C(C)O (ethyl alcohol). The product is C[Si](C(C)(C)C)(OCCC(C(=O)OCC)C(=O)OCC)C (Diethyl 2-[2-(1,1,2,2-tetramethyl-1-silapropoxy)ethyl]propane-1,3-dioate). Isolated yield 100.0%. RXN SMILES: [C:1]([O:9][CH2:10][CH3:11])(=[O:8])[CH2:2][C:3]([O:5][CH2:6][CH3:7])=[O:4].[O-]CC.[Na+].Br[CH2:17][CH2:18][O:19][Si:20]([C:23]([CH3:26])([CH3:25])[CH3:24])([CH3:22])[CH3:21]>C(O)C>[CH3:21][Si:20]([CH3:22])([O:19][CH2:18][CH2:17][CH:2]([C:3]([O:5][CH2:6][CH3:7])=[O:4])[C:1]([O:9][CH2:10][CH3:11])=[O:8])[C:23]([CH3:26])([CH3:25])[CH3:24] |f:1.2|. Procedure: A solution of diethyl malonate (5.14 g, 32.1 mmol) in anhydrous ethyl alcohol (100 mL) was reacted with 96% sodium ethoxide (2.28 g, 32.2 mmol) at 76° C. for 1 h. After the solution cooled to room temperature, (2-bromoethoxy)-tert-butyldimethylsilane (7.68 g, 32.1 mmol) was added. The resulting solution was heated at 76° C. for 15.5 h and then concentrated. The residue was partitioned between dichloromethane and water. The organic layer was dried (Na2SO4) and concentrated to give the title compo... Reactants: FC1=C(C(=O)NC2=NN(C=C2)CC2=C(C=C(C=C2)O)C(F)(F)F)C(=CC=C1)F (2,6-difluoro-N-(1-{[4-hydroxy-2-(trifluoromethyl)phenyl]methyl}-1H-pyrazol-3-yl)benzamide), C([O-])([O-])=O.[Cs+].[Cs+] (cesium carbonate), BrCCOC (1-bromo-2-(methyloxy)ethane). Solvent: CS(=O)C (DMSO). Reaction conditions: time 6 hour. Yields the product FC1=C(C(=O)NC2=NN(C=C2)CC2=C(C=C(C=C2)OCCOC)C(F)(F)F)C(=CC=C1)F (2,6-Difluoro-N-(1-{[4-{[2-(methyloxy)ethyl]oxy}-2-(trifluoromethyl)phenyl]methyl}-1H-pyrazol-3-yl)benzamide). As a reaction SMILES: [F:1][C:2]1[CH:27]=[CH:26][CH:25]=[C:24]([F:28])[C:3]=1[C:4]([NH:6][C:7]1[CH:11]=[CH:10][N:9]([CH2:12][C:13]2[CH:18]=[CH:17][C:16]([OH:19])=[CH:15][C:14]=2[C:20]([F:23])([F:22])[F:21])[N:8]=1)=[O:5].C(=O)([O-])[O-].[Cs+].[Cs+].Br[CH2:36][CH2:37][O:38][CH3:39]>CS(C)=O>[F:28][C:24]1[CH:25]=[CH:26][CH:27]=[C:2]([F:1])[C:3]=1[C:4]([NH:6][C:7]1[CH:11]=[CH:10][N:9]([CH2:12][C:13]2[CH:18]=[CH:17][C:16]([O:19][CH2:36][CH2:37][O:38][CH3:39])=[CH:15][C:14]=2[C:20]([F:23])([F:21])[F:22])[N:8]=1)=[O:5] |f:1.2.3|. Procedure details: To a solution of 2,6-difluoro-N-(1-{[4-hydroxy-2-(trifluoromethyl)phenyl]methyl}-1H-pyrazol-3-yl)benzamide ((for a preparation see Example 36)101 mg, 0.254 mmol) in DMSO (1 ml) was added cesium carbonate (166 mg, 0.508 mmol) and then 1-bromo-2-(methyloxy)ethane (0.035 ml, 0.372 mmol, Aldrich) under nitrogen at ambient temperature. The solution was stirred for 6 h. The mixture was filtered using a hydrophobic frit and the filtrate diluted with methanol (1 ml). The filtrate was purified by MDAP on...